From a dataset of the Open Reaction Database (ORD), a public repository of structured organic reaction records. describe an organic reaction: reactants, conditions, products, and yield Reactants: S(=O)(=O)(C)CCC#CC1=CC=CC=C1 (1-mesyl-4-phenylbut-3-yne), Cl.FC(C=1C=C(C=CC1)C1C(CNCC1)O)(F)F (4-(3-(trifluoromethyl)phenyl)piperidin-3-ol hydrochloride), C(=O)([O-])[O-].[K+].[K+] (K2CO3). Solvent: CC#N (CH3CN). The product is FC(C=1C=C(C=CC1)C1C(CN(CC1)CCC#CC1=CC=CC=C1)O)(F)F (4-(3-(Trifluoromethyl)phenyl)-3-hydroxy-1-(4-phenyl-3-butynyl)piperidine). The yield is 20.5%. Reaction SMILES: S([CH2:5][CH2:6][C:7]#[C:8][C:9]1[CH:14]=[CH:13][CH:12]=[CH:11][CH:10]=1)(C)(=O)=O.Cl.[F:16][C:17]([F:32])([F:31])[C:18]1[CH:19]=[C:20]([CH:24]2[CH2:29][CH2:28][NH:27][CH2:26][CH:25]2[OH:30])[CH:21]=[CH:22][CH:23]=1.C([O-])([O-])=O.[K+].[K+]>CC#N>[F:32][C:17]([F:16])([F:31])[C:18]1[CH:19]=[C:20]([CH:24]2[CH2:29][CH2:28][N:27]([CH2:5][CH2:6][C:7]#[C:8][C:9]3[CH:14]=[CH:13][CH:12]=[CH:11][CH:10]=3)[CH2:26][CH:25]2[OH:30])[CH:21]=[CH:22][CH:23]=1 |f:1.2,3.4.5|. Procedure: A mixture of 1-mesyl-4-phenylbut-3-yne (352 mg, 1.57 mmol), 4-(3-(trifluoromethyl)phenyl)piperidin-3-ol hydrochloride (530 mg, 1.88 mmol) and K2CO3 (542 mg, 3.93 mmol) in 20 mL of CH3CN is refluxed for 12 hr. The mixture is filtered and washed with EtOAc (3×20 mL). The filtrate is evaporated in vacuo and is purified by flash chromatography to give the product as an off white solid (120 mg, 21%): mp 77-79° C.; 1H NMR (CDCl3) 1.71 (m, 2 H), 2.15 (m, 3 H), 2.40 (bs, 1 H), 2.62 (m, 4 H), 2.72 (m, 1 ... Starting materials: FC(C(=O)O)(F)F.O=S1(CC(CC1)N)=O (1,1-dioxotetrahydro-1λ6-thiophen-3-ylamine trifluoroacetic acid salt), CCN(C(C)C)C(C)C (N,N′-diisopropylethylamine), C(C)(=O)O[BH-](OC(C)=O)OC(C)=O.[Na+] (sodium triacetoxyborohydride), ClCCl (dichloromethane), 1-isopropyl-2-oxo-1,2-dihydroquinoline-3-carboxylic acid {(1S,3R,5R)-8-[(2,2-dihydroxy)ethyl]-8-azabicyclo[3.2.1]oct-3-yl}amide, final mixture. The solvent is O (Water). Conditions: time 5 minute. The product is C(C)(C)N1C(C(=CC2=CC=CC=C12)C(=O)O)=O (1-isopropyl-2-oxo-1,2-dihydroquinoline-3-carboxylic acid). Reaction SMILES: F[C:2](F)(F)[C:3]([OH:5])=[O:4].O=S1(=O)C[CH2:12][CH:11](N)[CH2:10]1.CC[N:18]([CH:22]([CH3:24])[CH3:23])[CH:19]([CH3:21])[CH3:20].C(O[BH-](O[C:35](=[O:37])C)OC(=O)C)(=O)C.[Na+].Cl[CH2:40]Cl>O>[CH:22]([N:18]1[C:19]2[C:20](=[CH:10][CH:11]=[CH:12][CH:21]=2)[CH:40]=[C:2]([C:3]([OH:5])=[O:4])[C:35]1=[O:37])([CH3:23])[CH3:24] |f:0.1,3.4|. Procedure details: 1,1-dioxotetrahydro-1λ6-thiophen-3-ylamine trifluoroacetic acid salt (500 mg; 2 mmol), N,N′-diisopropylethylamine (0.35 mL), and sodium triacetoxyborohydride (422 mg; 2 mmol) was added to a vial containing 10 mL of dichloromethane. The mixture was stirred for 5 minutes prior to the addition of 1-isopropyl-2-oxo-1,2-dihydroquinoline-3-carboxylic acid {(1S,3R,5R)-8-[(2,2-dihydroxy)ethyl]-8-azabicyclo[3.2.1]oct-3-yl}amide (0.427 g). The final mixture was stirred for 1 h, at which time the reaction ... The reactants are CC(C)C(=O)NC(CS)C(=O)NCCSC(=O)c1ccccc1, CC(=O)OC(C)=O. Yields the product CC(=O)SCC(NC(=O)C(C)C)C(=O)NCCSC(=O)c1ccccc1. RXN SMILES: [C:1]([CH:2]([CH3:3])[CH3:4])(=[O:5])[NH:6][CH:7]([CH2:8][SH:9])[C:10](=[O:11])[NH:12][CH2:13][CH2:14][S:15][C:16]([c:17]1[cH:18][cH:19][cH:20][cH:21][cH:22]1)=[O:23].[CH3:24][C:25](=[O:26])[O:27][C:28](=[O:29])[CH3:30]>>[C:1]([CH:2]([CH3:3])[CH3:4])(=[O:5])[NH:6][CH:7]([CH2:8][S:9][C:25]([CH3:24])=[O:26])[C:10](=[O:11])[NH:12][CH2:13][CH2:14][S:15][C:16]([c:17]1[cH:18][cH:19][cH:20][cH:21][cH:22]1)=[O:23]. The reactants are O=[N+]([O-])c1ccc(F)c(F)c1F, [K+], [OH-], O, O=S(=O)(O)O. Product: O=[N+]([O-])c1ccc(F)c(F)c1O. Reaction SMILES: [F:1][c:2]1[c:3]([N+:10](=[O:11])[O-:12])[cH:4][cH:5][c:6]([F:9])[c:7]1[F:8].[K+:14].[OH-:13].[OH2:20].[S:15]([OH:16])(=[O:17])(=[O:18])[OH:19]>>[c:2]1([OH:16])[c:3]([N+:10](=[O:11])[O-:12])[cH:4][cH:5][c:6]([F:9])[c:7]1[F:8]. Starting materials: C1(CCCCC1)N (cyclohexylamine), ClS(=O)(=O)C=1C=C(C2=C(OCCO2)C1)C(=O)O (7-chlorosulfonyl-1,4-benzodioxane-5-carboxylic acid). Run in O (water). Conditions: time 3 hour. The product is C1(CCCCC1)NS(=O)(=O)C=1C=C(C2=C(OCCO2)C1)C(=O)O (7-cyclohexylsulfamoyl-1,4-benzodioxane-5-carboxylic acid). As a reaction SMILES: [CH:1]1([NH2:7])[CH2:6][CH2:5][CH2:4][CH2:3][CH2:2]1.Cl[S:9]([C:12]1[CH:13]=[C:14]([C:22]([OH:24])=[O:23])[C:15]2[O:20][CH2:19][CH2:18][O:17][C:16]=2[CH:21]=1)(=[O:11])=[O:10]>O>[CH:1]1([NH:7][S:9]([C:12]2[CH:13]=[C:14]([C:22]([OH:24])=[O:23])[C:15]3[O:20][CH2:19][CH2:18][O:17][C:16]=3[CH:21]=2)(=[O:11])=[O:10])[CH2:6][CH2:5][CH2:4][CH2:3][CH2:2]1. Procedure details: 250 ml of water and 300 ml of cyclohexylamine were put into a 1-liter balloon flask. 139 g of moist 7-chlorosulfonyl-1,4-benzodioxane-5-carboxylic acid were added by fractions, the temperature being maintained at from 20°-30° C. The mixture was stirred at room temperature for three hours and then the solution was treated with 30 g of black carbon 3 S. After filtration, 300 ml of hydrochloric acid (d=1.18) were added. The precipitate was recrystallized, washed with water and dried. 92 g of 7-cycl... The reactants are S(=O)(=O)(Cl)Cl (sulphuryl chloride), CC=1N(C=C2NC(CN=C(C21)C2=CC=CC=C2)=O)C (3,7-dihydro-6,7-dimethyl-5-phenylpyrrolo[3,4-e][1,4]diazepin-2(1H)-one), aqueous solution, C(=O)(O)[O-].[Na+] (NaHCO3). Solvent: C(Cl)Cl (methylene chloride), C(Cl)Cl (methylene chloride). Conditions: temperature -60 celsius, time 1 hour. Yields the product ClC=1N(C(=C2C1NC(CN=C2C2=CC=CC=C2)=O)C)C (8-chloro-3,7-dihydro-6,7-dimethyl-5-phenylpyrrolo[3,4-e][1,4]diazepin-2(1H)-one). RXN SMILES: S(Cl)([Cl:4])(=O)=O.[CH3:6][C:7]1[N:8]([CH3:24])[CH:9]=[C:10]2[C:16]=1[C:15]([C:17]1[CH:22]=[CH:21][CH:20]=[CH:19][CH:18]=1)=[N:14][CH2:13][C:12](=[O:23])[NH:11]2.C([O-])(O)=O.[Na+]>C(Cl)Cl>[Cl:4][C:9]1[N:8]([CH3:24])[C:7]([CH3:6])=[C:16]2[C:15]([C:17]3[CH:22]=[CH:21][CH:20]=[CH:19][CH:18]=3)=[N:14][CH2:13][C:12](=[O:23])[NH:11][C:10]=12 |f:2.3|. Reported procedure: A solution of freshly distilled sulphuryl chloride (4.0 ml) in methylene chloride (40 ml) is added dropwise over a period of 20 minutes to a solution of 3,7-dihydro-6,7-dimethyl-5-phenylpyrrolo[3,4-e][1,4]diazepin-2(1H)-one (5.0 g) in methylene chloride (80 ml) cooled to -60° C. and maintained under inert atmosphere. The reaction is allowed to proceed at -55° C.±5° C. for one hour, then the reaction mixture is poured into a 5% aqueous solution of NaHCO3 (210 ml) and vigorously stirred for 20 min... The reactants are C(C)(=O)NCCN (N-Acetylethylenediamine), ClC1=CC=C2CCC(C(C2=C1)=O)CC=O (7-chloro-1,2,3,4-tetrahydro-1-oxo-2-naphthaleneacetaldehyde). Solvent: C(Cl)Cl (methylene chloride), C(Cl)Cl (methylene chloride). Yields the product ClC1=CC2=C(CCC=3C=CN(C23)CCNC(C)=O)C=C1 (N-[2-(8-chloro-4,5-dihydro-1H-benzo[g]indol-1-yl)ethyl]acetamide). The yield is 54.1%. Reaction SMILES: [C:1]([NH:4][CH2:5][CH2:6][NH2:7])(=[O:3])[CH3:2].[Cl:8][C:9]1[CH:18]=[C:17]2[C:12]([CH2:13][CH2:14][CH:15]([CH2:20][CH:21]=O)[C:16]2=O)=[CH:11][CH:10]=1>C(Cl)Cl>[Cl:8][C:9]1[CH:10]=[CH:11][C:12]2[CH2:13][CH2:14][C:15]3[CH:20]=[CH:21][N:7]([CH2:6][CH2:5][NH:4][C:1](=[O:3])[CH3:2])[C:16]=3[C:17]=2[CH:18]=1. Reported procedure: N-Acetylethylenediamine (2.9 g) was dissolved in 50 ml of methylene chloride under argon, treated in succession with 4.5 g of molecular sieve 4 Å and a solution of 5.7 g of 7-chloro-1,2,3,4-tetrahydro-1-oxo-2-naphthaleneacetaldehyde in 20 ml of methylene chloride and heated to reflux for 16 hours while stirring. The reaction mixture was cooled, filtered over a Celite® pad and the filtrate was freed from solvent. The crude product, 6.6 g of brown solid, was dissolved in a 6-fold amount of hot eth...